This data is from the Open Reaction Database (ORD), a public repository of structured organic reaction records. The task is: describe an organic reaction: reactants, conditions, products, and yield Starting materials: ClS(=O)(=O)O (chlorosulfonic acid), CS(=O)(=O)C1=CC=C(OC2=CC=CC=C2)C=C1 (1-(4-(methylsulfonyl)phenoxy)benzene), CNC (dimethylamine). Solvent: O (water). Reaction conditions: time 10 minute. The product is CN(S(=O)(=O)C1=CC=C(C=C1)OC1=CC=C(C=C1)S(=O)(=O)C)C (N,N-Dimethyl-4-(4-(methylsulfonyl)phenoxy)benzenesulfonamide). The yield is 93.6%. As a reaction SMILES: Cl[S:2]([OH:5])(=[O:4])=O.[CH3:6][S:7]([C:10]1[CH:22]=[CH:21][C:13]([O:14][C:15]2[CH:20]=[CH:19][CH:18]=[CH:17][CH:16]=2)=[CH:12][CH:11]=1)(=[O:9])=[O:8].[CH3:23][NH:24][CH3:25]>O>[CH3:23][N:24]([CH3:25])[S:2]([C:18]1[CH:19]=[CH:20][C:15]([O:14][C:13]2[CH:21]=[CH:22][C:10]([S:7]([CH3:6])(=[O:8])=[O:9])=[CH:11][CH:12]=2)=[CH:16][CH:17]=1)(=[O:5])=[O:4]. Procedure details: To 15 ml (0.227 mole) of chlorosulfonic acid was added 10.0 g (0.0403 mole) of 1-(4-(methylsulfonyl)phenoxy)benzene in small portions keeping the temperature below 55° C. After the addition was complete and the mixture had stirred at ambient temperature for 10 minutes, the mixture was slowly poured over ice and water. The crystalline 4-(4-(methylsulfonyl)phenoxy)benzenesulfonyl chloride was collected by filtration, washed with water and dried. The material was dissolved in 350 ml of CH2Cl2 and 2... The reactants are C(=O)([O-])[O-].[Cs+].[Cs+] (Cs2CO3), ClC1=C(C=CC(=C1)C)C (2-Chloro-p-xylene), CC1=C(C=CC=C1)B(O)O (2-methylphenylboronic acid), Pd(dba)2 Ph5FcP(t-Bu)2. The solvent is O1OCCCC1 (1,2-dioxane). The product is CC1=C(C=C(C=C1)C)C1=C(C=CC=C1)C (2,5-dimethyl-2′-methylbiphenyl). The yield is 80.2%. Reaction SMILES: Cl[C:2]1[CH:7]=[C:6]([CH3:8])[CH:5]=[CH:4][C:3]=1[CH3:9].[CH3:10][C:11]1[CH:16]=[CH:15][CH:14]=[CH:13][C:12]=1B(O)O.C([O-])([O-])=O.[Cs+].[Cs+]>O1CCCCO1>[CH3:9][C:3]1[CH:4]=[CH:5][C:6]([CH3:8])=[CH:7][C:2]=1[C:12]1[CH:13]=[CH:14][CH:15]=[CH:16][C:11]=1[CH3:10] |f:2.3.4|. Procedure details: 2-Chloro-p-xylene (56 mg, 0.40 mmol) reacted with 2-methylphenylboronic acid (82 mg, 0.60 mmol) using 2.5/5.0 mol % of Pd(dba)2/Ph5FcP(t-Bu)2 and Cs2CO3 (391 mg, 1.20 mmol) in 1,2-dioxane at 100° C. to give the title compound (63 mg, 80%): 1H-NMR (300 MHz, CDCl3): δ 7.12-7.18 (m, 6H), 6.97 (s, 1H), 2.37 (s, 3H), 2.10 (s, 3H), 2.05 (s, 3H). 13C{1H}-NMR (125 MHz, CDCl3): δ 141.74, 141.45, 135.77, 134.86, 132.60, 129.94, 129.72, 129.65, 129.26, 127.81, 127.02, 125.47, 20.92, 19.81, 19.28. GC/MS(EI)... Reactants: S(O)(=O)(=O)[O-].S(=O)(=O)([O-])[O-].S(O[O-])(O)(=O)=O.S(O[O-])(O)(=O)=O.[K+].[K+].[K+].[K+].[K+], c12c([C@H]([C@H]3N4C[C@@H]([C@H](C3)CC4)CC)O)ccnc1ccc(c2)OC. The reagents and catalysts are c1ccc(cc1)-c2c3ccccc3cc4ccccc24 (9-Phenylanthracene), c12ccc3n2[Cu]n2c(c(c4nc(C=C4)c3c3c(c(c(c(c3F)F)F)F)F)c3c(c(c(c(c3F)F)F)F)F)ccc2c(c2C=Cc(n2)c1c1c(c(c(c(c1F)F)F)F)F)c1c(c(c(c(c1F)F)F)F)F (Cu[TFPP]). Run in CO (MeOH), C(CCl)Cl (DCE). Reaction conditions: temperature 25 celsius, time 18 hour. The product is CC[C@H]1CN2CC[C@H]1C[C@H]2[C@H](O)c3cc(O)nc4ccc(OC)cc34. Reaction SMILES: [CH3:1][CH2:2][C@@H:3]1[C@H:8]([CH2:9][C@@H:10]([C@@H:11]([c:13]2[c:24]([c:17]3[n:16][cH:15][cH:14]2)[cH:23][c:20]([O:21][CH3:22])[cH:19][cH:18]3)[OH:12])[N:5]4[CH2:4]1)[CH2:7][CH2:6]4.[K+].[K+].[K+].[K+].[K+].[OH:25]S([O-])(=O)=O.OS(O[O-])(=O)=O.OS(O[O-])(=O)=O.[O-]S([O-])(=O)=O>>[CH3:1][CH2:2][C@@H:3]1[C@H:8]([CH2:9][C@@H:10]([C@@H:11]([c:13]2[c:24]([c:17]3[n:16][c:15]([OH:25])[cH:14]2)[cH:23][c:20]([O:21][CH3:22])[cH:19][cH:18]3)[OH:12])[N:5]4[CH2:4]1)[CH2:7][CH2:6]4.